This data is from the Open Reaction Database (ORD), a public repository of structured organic reaction records. The task is: describe an organic reaction: reactants, conditions, products, and yield Starting materials: ClC1=CC=C(C=C1)S(=O)(=O)N[C@@H]1[C@@H](CCC1)C(=O)N (cis-2-(4-Chlorobenzenesulfonylamino)-cyclopentanecarboxylic acid amide), BrCC1=CC=C(C#N)C=C1 (4-bromomethyl-benzonitrile). Yields the product ClC1=CC=C(C=C1)S(=O)(=O)N([C@@H]1[C@@H](CCC1)C(=O)N)CC1=CC=C(C=C1)C#N (cis-2-[(4-Chlorobenzenesulfonyl)-(4-cyano-benzyl)-amino]-cyclopentanecarboxylic acid amide). Yield: 20.0%. Reaction SMILES: [Cl:1][C:2]1[CH:7]=[CH:6][C:5]([S:8]([NH:11][C@H:12]2[CH2:16][CH2:15][CH2:14][C@H:13]2[C:17]([NH2:19])=[O:18])(=[O:10])=[O:9])=[CH:4][CH:3]=1.Br[CH2:21][C:22]1[CH:29]=[CH:28][C:25]([C:26]#[N:27])=[CH:24][CH:23]=1>>[Cl:1][C:2]1[CH:7]=[CH:6][C:5]([S:8]([N:11]([CH2:21][C:22]2[CH:29]=[CH:28][C:25]([C:26]#[N:27])=[CH:24][CH:23]=2)[C@H:12]2[CH2:16][CH2:15][CH2:14][C@H:13]2[C:17]([NH2:19])=[O:18])(=[O:9])=[O:10])=[CH:4][CH:3]=1. Procedure details: The titled compound (68 mg) was prepared in 20% yield from cis-2-(4-Chlorobenzenesulfonylamino)-cyclopentanecarboxylic acid amide (250 mg, 0.83 mmol) and 4-bromomethyl-benzonitrile according to the N-alkylation procedure described in Example 11: 1H NMR (DMSO-d6) δ 7.70 (d, 2 H, J=8.0 Hz), 7.71 (d, 2 H, J=12.0 Hz), 7.60 (d, 2 H, J=8.0 Hz), 7.42 (d, 2 H, J=8.0 Hz), 7.07 (s br, 1 H), 6.73 (s br, 1 H), 4.65 (AB2,2 H,ΔV=20,Jab=24 Hz), 4.33 (m, 1 H), 2.84 (m, 1 H), 1.72 (m, 4 H), 1.47 (m, 2 H); MS m/e... The solvent is CN(C)C=O (DMF), O (H2O). Isolated yield 37.5%. Conditions: time 30 minute. Reactants: ice, COC(C(=O)[O-])C1=CC=C(C=C1)C=1C=NN(C1)C(C1=CC=C(C=C1)OC)(C1=CC=C(C=C1)OC)C1=CC=C(C=C1)OC.[K+] (potassium 2-methoxy-2-(4-(1-(tris(4-methoxyphenyl)methyl)-1H-pyrazol-4-yl)phenyl)acetate), C(C)(C)N(CC)C(C)C (diisopropylethylamine), COCCN(CCOC)S(F)(F)F (bis(2-methoxyethyl)aminosulfur trifluoride), Cl.CNOC (N,O-dimethylhydroxylamine hydrochloride). Yields the product CON(C(C(C1=CC=C(C=C1)C=1C=NN(C1)C(C1=CC=C(C=C1)OC)(C1=CC=C(C=C1)OC)C1=CC=C(C=C1)OC)OC)=O)C (N,2-dimethoxy-N-methyl-2-(4-(1-(tris(4-methoxyphenyl)methyl)-1H-pyrazol-4-yl)phenyl)acetamide). Procedure: To an ice-cold solution of potassium 2-methoxy-2-(4-(1-(tris(4-methoxyphenyl)methyl)-1H-pyrazol-4-yl)phenyl)acetate (1.25 g, 2.1 mmol) in anhydrous DMF (10 mL) under argon was added diisopropylethylamine (0.54 mL, 3.1 mmol) and bis(2-methoxyethyl)aminosulfur trifluoride (0.46 mL, 2.5 mmol) dropwise. The reaction was stirred for 30 min then N,O-dimethylhydroxylamine hydrochloride (0.303 g, 3.1 mmol) was added. After stirring for a further 15 min over an ice bath, the mixture was allowed to warm t... Reaction SMILES: [CH3:1][O:2][CH:3]([C:7]1[CH:12]=[CH:11][C:10]([C:13]2[CH:14]=[N:15][N:16]([C:18]([C:35]3[CH:40]=[CH:39][C:38]([O:41][CH3:42])=[CH:37][CH:36]=3)([C:27]3[CH:32]=[CH:31][C:30]([O:33][CH3:34])=[CH:29][CH:28]=3)[C:19]3[CH:24]=[CH:23][C:22]([O:25][CH3:26])=[CH:21][CH:20]=3)[CH:17]=2)=[CH:9][CH:8]=1)[C:4]([O-])=[O:5].[K+].C(N(C(C)C)CC)(C)C.COCCN(S(F)(F)F)CCOC.Cl.[CH3:67][NH:68][O:69][CH3:70]>CN(C=O)C.O>[CH3:70][O:69][N:68]([CH3:67])[C:4](=[O:5])[CH:3]([O:2][CH3:1])[C:7]1[CH:8]=[CH:9][C:10]([C:13]2[CH:14]=[N:15][N:16]([C:18]([C:19]3[CH:20]=[CH:21][C:22]([O:25][CH3:26])=[CH:23][CH:24]=3)([C:27]3[CH:28]=[CH:29][C:30]([O:33][CH3:34])=[CH:31][CH:32]=3)[C:35]3[CH:40]=[CH:39][C:38]([O:41][CH3:42])=[CH:37][CH:36]=3)[CH:17]=2)=[CH:11][CH:12]=1 |f:0.1,4.5|.